Dataset: the Open Reaction Database (ORD), a public repository of structured organic reaction records. Task: describe an organic reaction: reactants, conditions, products, and yield Starting materials: O=C([O-])[O-], O=Cc1ccc(B(O)O)cc1, CSc1ncc2cc(-c3ccccc3)c(Cl)nc2n1, [Cs+], [Cs+], C1COCCO1, O. Yields the product CSc1ncc2cc(-c3ccccc3)c(-c3ccc(C=O)cc3)nc2n1. RXN SMILES: [C:31](=[O:32])([O-:33])[O-:34].[CH:20](=[O:21])[c:22]1[cH:23][cH:24][c:25]([B:28]([OH:29])[OH:30])[cH:26][cH:27]1.[Cl:1][c:2]1[c:3](-[c:14]2[cH:15][cH:16][cH:17][cH:18][cH:19]2)[cH:4][c:5]2[c:6]([n:7][c:8]([S:11][CH3:12])[n:9][cH:10]2)[n:13]1.[Cs+:35].[Cs+:36].[O:37]1[CH2:38][CH2:39][O:40][CH2:41][CH2:42]1.[OH2:43]>>[c:2]1(-[c:25]2[cH:24][cH:23][c:22]([CH:20]=[O:21])[cH:27][cH:26]2)[c:3](-[c:14]2[cH:15][cH:16][cH:17][cH:18][cH:19]2)[cH:4][c:5]2[c:6]([n:7][c:8]([S:11][CH3:12])[n:9][cH:10]2)[n:13]1. The product is COC=1C=C(C=C(C1)OC)C=1OC=CC1 (2-(3,5-Dimethoxyphenyl)furan), liquid. The reactants are BrC1=CC(=CC(=C1)OC)OC (1-Bromo-3,5-dimethoxybenzene), O1C(=CC=C1)B(O)O (2-furylboronic acid). As a reaction SMILES: Br[C:2]1[CH:7]=[C:6]([O:8][CH3:9])[CH:5]=[C:4]([O:10][CH3:11])[CH:3]=1.[O:12]1[CH:16]=[CH:15][CH:14]=[C:13]1B(O)O>>[CH3:11][O:10][C:4]1[CH:3]=[C:2]([C:13]2[O:12][CH:16]=[CH:15][CH:14]=2)[CH:7]=[C:6]([O:8][CH3:9])[CH:5]=1. Procedure details: 1-Bromo-3,5-dimethoxybenzene was coupled with 2-furylboronic acid following the procedure for Example 21. 2-(3,5-Dimethoxyphenyl)furan was isolated as a colorless liquid (0.746 g, 79% yield). Yield: 79.0%. Starting materials: FC1=CC=C(C=C1)C=1N=NSC1C (4-(4-fluorophenyl)-5-methyl-1,2,3-thiadiazole), BrN1C(CCC1=O)=O (N-bromosuccinimide), N(=NC(C#N)(C)C)C(C#N)(C)C (2,2′-azobis(isobutyronitrile)). The solvent is C(Cl)(Cl)(Cl)Cl (carbon tetrachloride). Run at time 6 hour. The product is FC1=CC=C(C=C1)C=1N=NSC1C=O (4-(4-fluorophenyl)-1,2,3-thiadiazole-5-carbaldehyde). Isolated yield 5.4%. Reaction SMILES: [F:1][C:2]1[CH:7]=[CH:6][C:5]([C:8]2[N:9]=[N:10][S:11][C:12]=2[CH3:13])=[CH:4][CH:3]=1.BrN1C(=[O:20])CCC1=O.N(C(C)(C)C#N)=NC(C)(C)C#N>C(Cl)(Cl)(Cl)Cl>[F:1][C:2]1[CH:3]=[CH:4][C:5]([C:8]2[N:9]=[N:10][S:11][C:12]=2[CH:13]=[O:20])=[CH:6][CH:7]=1. Reported procedure: A mixture of 4-(4-fluorophenyl)-5-methyl-1,2,3-thiadiazole (6.19 g), N-bromosuccinimide (12.4 g), 2,2′-azobis(isobutyronitrile) (100 mg) and carbon tetrachloride (100 ml) was stirred for 6 hrs. with heating under reflux. The reaction mixture was washed with water, dried over anhydrous magnesium sulfate and concentrated. Sodium acetate (30 g) and acetic acid (100 ml) were added to the residue and the mixture was stirred for 12 hrs. with heating under reflux. 6N Hydrochloric acid (50 ml) was added... Starting materials: N1=CC(=C(C(=C1)N)N)N (Pyridine-3,4,5-triamine), C(C)(C)(C)C1=CC=C(C=O)C=C1 (4-t-butyl benzaldehyde). The reagents and catalysts are [Pd] (Pd/C). Solvent: C(C)(C)O (isopropanol). Yields the product C(C)(C)(C)C1=CC=C(C=C1)C=1NC2=C(C=NC=C2N)N1 (2-(4-tert-Butyl-phenyl)-1H-imidazo[4,5-c]pyridin-7-ylamine). The yield is 37.0%. Reaction SMILES: [N:1]1[CH:6]=[C:5]([NH2:7])[C:4]([NH2:8])=[C:3]([NH2:9])[CH:2]=1.[C:10]([C:14]1[CH:21]=[CH:20][C:17]([CH:18]=O)=[CH:16][CH:15]=1)([CH3:13])([CH3:12])[CH3:11]>C(O)(C)C.[Pd]>[C:10]([C:14]1[CH:15]=[CH:16][C:17]([C:18]2[NH:8][C:4]3[C:5]([NH2:7])=[CH:6][N:1]=[CH:2][C:3]=3[N:9]=2)=[CH:20][CH:21]=1)([CH3:13])([CH3:12])[CH3:11]. Procedure details: Pyridine-3,4,5-triamine 3 (100 mg, 0.81 mmol) was dissolved in isopropanol (4 ml) with Pd/C (20 mg of 10% powder). 4-t-butyl benzaldehyde (150 mg, 0.92 mmol) was added, and this mixture was refluxed for 48 hours. The reaction mixture was filtered through CELITE to remove the palladium, and the crude was purified by HPLC (Method E) to yield the title compound 4 (81 mg (37%), 0.3 mmol). 1H NMR (DMSO-d6): δ 8.64 (bs, 1H), 8.18 (d, J=8.6 Hz, 2H), 7.75 (s,1H), 7.69 (d, J=8.6 Hz, 2H), 6.30-6.61 (bs, 2... Reactants: Cc1cc(C=CC(=O)O)ccc1C#N, CO, C1CCOC1. Product: Cc1cc(CCC(=O)O)ccc1C#N. As a reaction SMILES: [C:1](#[N:2])[c:3]1[c:4]([CH3:14])[cH:5][c:6]([CH:9]=[CH:10][C:11](=[O:12])[OH:13])[cH:7][cH:8]1.[CH3:20][OH:21].[O:15]1[CH2:16][CH2:17][CH2:18][CH2:19]1>>[C:1](#[N:2])[c:3]1[c:4]([CH3:14])[cH:5][c:6]([CH2:9][CH2:10][C:11](=[O:12])[OH:13])[cH:7][cH:8]1.